Dataset: the Open Reaction Database (ORD), a public repository of structured organic reaction records. Task: describe an organic reaction: reactants, conditions, products, and yield Starting materials: C(C)OC(C(CC=1C=C2C=CNC2=CC1)OCC)=O (rac-2-ethoxy-3-(1H-indol-5-yl)-propionic acid ethyl ester), ClCC=1N=C(OC1C)C1=CC=CC=C1 (4-chloromethyl-2-phenyl-5-methyl-oxazole). Yields the product C(C)OC(C(=O)O)CC=1C=C2C=CN(C2=CC1)CC=1N=C(OC1C)C1=CC=CC=C1 (Rac-2-Ethoxy-3-[1-(5-methyl-2-phenyl-oxazol-4-ylmethyl)-1H-indol-5-yl]-propionic Acid). Yield: 64.0%. RXN SMILES: C([O:3][C:4](=[O:19])[CH:5]([O:16][CH2:17][CH3:18])[CH2:6][C:7]1[CH:8]=[C:9]2[C:13](=[CH:14][CH:15]=1)[NH:12][CH:11]=[CH:10]2)C.Cl[CH2:21][C:22]1[N:23]=[C:24]([C:28]2[CH:33]=[CH:32][CH:31]=[CH:30][CH:29]=2)[O:25][C:26]=1[CH3:27]>>[CH2:17]([O:16][CH:5]([CH2:6][C:7]1[CH:8]=[C:9]2[C:13](=[CH:14][CH:15]=1)[N:12]([CH2:21][C:22]1[N:23]=[C:24]([C:28]3[CH:33]=[CH:32][CH:31]=[CH:30][CH:29]=3)[O:25][C:26]=1[CH3:27])[CH:11]=[CH:10]2)[C:4]([OH:3])=[O:19])[CH3:18]. Procedure details: Starting from rac-2-ethoxy-3-(1H-indol-5-yl)-propionic acid ethyl ester and 4-chloromethyl-2-phenyl-5-methyl-oxazole, the title compound was obtained in 64% yield as a pale yellow solid. MS: (M−H)− 403.3. Reactants: ClC(=O)OC(C)Cl (1-chloroethyl chloroformate), CC1(OCC(O1)NC)C ((2,2-dimethyl-[1,3]-dioxolan-4-yl)-methylamine), N1=CC=CC=C1 (pyridine). The solvent is C(Cl)Cl (methylene chloride). The product is CC1(OCC(O1)CNC(OC(C)Cl)=O)C (1-chloroethyl (2,2-dimethyl-1,3-dioxolan-4-yl)methylcarbamate), Cl.N1=CC=CC=C1 (pyridine hydrochloride). RXN SMILES: [Cl:1][C:2]([O:4][CH:5]([Cl:7])[CH3:6])=[O:3].[CH3:8][C:9]1([CH3:16])[O:13][CH:12](NC)[CH2:11][O:10]1.[N:17]1[CH:22]=[CH:21][CH:20]=[CH:19][CH:18]=1>C(Cl)Cl>[CH3:16][C:9]1([CH3:8])[O:13][CH:12]([CH2:18][NH:17][C:2](=[O:3])[O:4][CH:5]([Cl:7])[CH3:6])[CH2:11][O:10]1.[ClH:1].[N:17]1[CH:22]=[CH:21][CH:20]=[CH:19][CH:18]=1 |f:5.6|. Procedure details: In a manner similar to the method described in Example 3, 1-chloroethyl chloroformate (1.46 g, 1.1 mL, 10.2 mmol) was reacted with (2,2-dimethyl-[1,3]-dioxolan-4-yl)-methylamine (Aldrich, 1.21 g, 1.2 mL, 8.98 mmol) and pyridine (870 mg, 0.89 mL, 11.0 mmol) in methylene chloride (15 mL) at 78° C. for 3 h to give 1-chloroethyl (2,2-dimethyl-1,3-dioxolan-4-yl)methylcarbamate with pyridine hydrochloride (1:1). A portion of this material (622 mg, 1.76 mmol) in dimethylformamide (5 mL) was then reacte... The reactants are CCN(CC)CCOc1ccc([N+](=O)[O-])cc1, CCO. Product: CCN(CC)CCOc1ccc(N)cc1. Reaction SMILES: [CH2:1]([CH3:2])[N:3]([CH2:4][CH2:5][O:6][c:7]1[cH:8][cH:9][c:10]([N+:13]([O-:14])=[O:15])[cH:11][cH:12]1)[CH2:16][CH3:17].[CH3:18][CH2:19][OH:20]>>[CH2:1]([CH3:2])[N:3]([CH2:4][CH2:5][O:6][c:7]1[cH:8][cH:9][c:10]([NH2:13])[cH:11][cH:12]1)[CH2:16][CH3:17]. Reactants: C1CCOC1, CCN(C(C)C)C(C)C, Clc1nc(Cl)nc(Cl)n1, CC(N)c1ccccc1. Yields the product CC(Nc1nc(Cl)nc(Cl)n1)c1ccccc1. Reaction SMILES: [CH2:28]1[O:29][CH2:30][CH2:31][CH2:32]1.[CH:10]([N:11]([CH:12]([CH3:13])[CH3:14])[CH2:15][CH3:16])([CH3:17])[CH3:18].[Cl:1][c:2]1[n:3][c:4]([Cl:5])[n:6][c:7]([Cl:8])[n:9]1.[c:19]1([CH:25]([CH3:26])[NH2:27])[cH:20][cH:21][cH:22][cH:23][cH:24]1>>[c:2]1([NH:27][CH:25]([c:19]2[cH:20][cH:21][cH:22][cH:23][cH:24]2)[CH3:26])[n:3][c:4]([Cl:5])[n:6][c:7]([Cl:8])[n:9]1. Starting materials: CCOC(=O)c1cc(-c2ncc(OC)c3c(C(=O)C(=O)N4CCN(c5nnnn5-c5ccccc5)CC4)c[nH]c23)n[nH]1, Cl, [Li+], CN(C)C=O, [OH-], O, O. Product: COc1cnc(-c2cc(C(=O)O)[nH]n2)c2[nH]cc(C(=O)C(=O)N3CCN(c4nnnn4-c4ccccc4)CC3)c12. RXN SMILES: [CH3:1][O:2][c:3]1[c:4]2[c:5]([c:6](-[c:9]3[n:10][nH:11][c:12]([C:14](=[O:15])[O:16][CH2:17][CH3:18])[cH:13]3)[n:7][cH:8]1)[nH:19][cH:20][c:21]2[C:22]([C:23]([N:24]1[CH2:25][CH2:26][N:27]([c:30]2[n:31][n:32][n:33][n:34]2-[c:35]2[cH:36][cH:37][cH:38][cH:39][cH:40]2)[CH2:28][CH2:29]1)=[O:41])=[O:42].[ClH:46].[Li+:44].[O:47]=[CH:48][N:49]([CH3:50])[CH3:51].[OH-:43].[OH2:45].[OH2:52]>>[CH3:1][O:2][c:3]1[c:4]2[c:5]([c:6](-[c:9]3[n:10][nH:11][c:12]([C:14](=[O:15])[OH:16])[cH:13]3)[n:7][cH:8]1)[nH:19][cH:20][c:21]2[C:22]([C:23]([N:24]1[CH2:25][CH2:26][N:27]([c:30]2[n:31][n:32][n:33][n:34]2-[c:35]2[cH:36][cH:37][cH:38][cH:39][cH:40]2)[CH2:28][CH2:29]1)=[O:41])=[O:42]. Reactants: ClCCl, COc1ccc(NC(=O)c2ccccc2N)cc1, O=S(Cl)Cl, c1ccncc1, O=C(O)C1CCN(c2ccncc2)CC1. Yields the product COc1ccc(NC(=O)c2ccccc2NC(=O)C2CCN(c3ccncc3)CC2)cc1. As a reaction SMILES: [Cl:44][CH2:45][Cl:46].[NH2:20][c:21]1[c:22]([C:23](=[O:24])[NH:25][c:26]2[cH:27][cH:28][c:29]([O:32][CH3:33])[cH:30][cH:31]2)[cH:34][cH:35][cH:36][cH:37]1.[S:16]([Cl:17])([Cl:18])=[O:19].[cH:38]1[cH:39][cH:40][n:41][cH:42][cH:43]1.[n:1]1[cH:2][cH:3][c:4]([N:7]2[CH2:8][CH2:9][CH:10]([C:11](=[O:12])[OH:13])[CH2:14][CH2:15]2)[cH:5][cH:6]1>>[n:1]1[cH:2][cH:3][c:4]([N:7]2[CH2:8][CH2:9][CH:10]([C:11](=[O:13])[NH:20][c:21]3[c:22]([C:23](=[O:24])[NH:25][c:26]4[cH:27][cH:28][c:29]([O:32][CH3:33])[cH:30][cH:31]4)[cH:34][cH:35][cH:36][cH:37]3)[CH2:14][CH2:15]2)[cH:5][cH:6]1. Starting materials: C([O-])([O-])=O.[K+].[K+] (potassium carbonate), NCCCCCCCCNC1=NC(=NC(=N1)OCC(F)(F)F)NC1=CC=C(C(=O)OC)C=C1 (methyl 4-(4-(8-aminooctylamino)-6-(2,2,2-trifluoroethoxy)-1,3,5-triazin-2-ylamino)benzoate), Cl (HCl). Run in O (water), CC(=O)C (acetone). The product is NCCCCCCCCNC1=NC(=NC(=N1)OCC(F)(F)F)NC1=CC=C(C(=O)O)C=C1 (4-(4-(8-aminooctylamino)-6-(2,2,2-trifluoroethoxy)-1,3,5-triazin-2-ylamino)benzoic acid). Isolated yield 39.2%. As a reaction SMILES: [NH2:1][CH2:2][CH2:3][CH2:4][CH2:5][CH2:6][CH2:7][CH2:8][CH2:9][NH:10][C:11]1[N:16]=[C:15]([O:17][CH2:18][C:19]([F:22])([F:21])[F:20])[N:14]=[C:13]([NH:23][C:24]2[CH:33]=[CH:32][C:27]([C:28]([O:30]C)=[O:29])=[CH:26][CH:25]=2)[N:12]=1.C(=O)([O-])[O-].[K+].[K+].Cl>CC(C)=O.O>[NH2:1][CH2:2][CH2:3][CH2:4][CH2:5][CH2:6][CH2:7][CH2:8][CH2:9][NH:10][C:11]1[N:16]=[C:15]([O:17][CH2:18][C:19]([F:20])([F:21])[F:22])[N:14]=[C:13]([NH:23][C:24]2[CH:25]=[CH:26][C:27]([C:28]([OH:30])=[O:29])=[CH:32][CH:33]=2)[N:12]=1 |f:1.2.3|. Reported procedure: To a suspension of methyl 4-(4-(8-aminooctylamino)-6-(2,2,2-trifluoroethoxy)-1,3,5-triazin-2-ylamino)benzoate (0.1 g) in acetone (6 mL) was added potassium carbonate (0.073 g) in water (6.00 mL). The mixture was heated to reflux overnight. After cooling to r.t., the reaction solution was acidified with 1N HCl to pH=3. All solvents were removed under vacuum. The residue was purified by prep. HPLC to give 4-(4-(8-aminooctylamino)-6-(2,2,2-trifluoroethoxy)-1,3,5-triazin-2-ylamino)benzoic acid (38 m...